This data is from the Open Reaction Database (ORD), a public repository of structured organic reaction records. The task is: describe an organic reaction: reactants, conditions, products, and yield The reactants are C(C)(C)(C)OC(CCNC1=CC(=C(C=C1)Cl)Cl)=O (3-(3,4-dichloro-phenylamino)-propionic acid tert-butyl ester), BrCC(=O)OC (methyl bromoacetate), N1=C(C=CC=C1C)C (2,6-lutidine). Run in CC#N (CH3CN). Conditions: temperature 115 celsius. Yields the product C(C)(C)(C)OC(CCN(CC(=O)OC)C1=CC(=C(C=C1)Cl)Cl)=O (3-[(3,4-Dichloro-phenyl)-methoxycarbonylmethyl-amino]-propionic acid tert-butyl ester). Isolated yield 71.4%. RXN SMILES: [C:1]([O:5][C:6](=[O:18])[CH2:7][CH2:8][NH:9][C:10]1[CH:15]=[CH:14][C:13]([Cl:16])=[C:12]([Cl:17])[CH:11]=1)([CH3:4])([CH3:3])[CH3:2].Br[CH2:20][C:21]([O:23][CH3:24])=[O:22].N1C(C)=CC=CC=1C>CC#N>[C:1]([O:5][C:6](=[O:18])[CH2:7][CH2:8][N:9]([C:10]1[CH:15]=[CH:14][C:13]([Cl:16])=[C:12]([Cl:17])[CH:11]=1)[CH2:20][C:21]([O:23][CH3:24])=[O:22])([CH3:4])([CH3:2])[CH3:3]. Reported procedure: A neat solution of 8.82 g (30.39 mmol) of 3-(3,4-dichloro-phenylamino)-propionic acid tert-butyl ester, 13.97 ml (151.97 mmol) of methyl bromoacetate and 17.64 ml (151.97 mmol) of 2,6-lutidine was stirred 14 h at 60° C., diluted with 20 ml of CH3CN and heated at 115° C. for 6 h. The reaction was then partitioned between aq. 10% KHSO4 solution and EtOAc (3×). The organic phases were washed with aq. 10% NaCl solution, dried over Na2SO4 evaporated and purified by flash silica gel column (n-heptane:...